Dataset: the Open Reaction Database (ORD), a public repository of structured organic reaction records. Task: describe an organic reaction: reactants, conditions, products, and yield The reactants are Cc1ccc2c(C3=CCNCC3)c[nH]c2c1, CCO, CS(C)=O, c1cc(OCC2CO2)c2cc[nH]c2c1. The product is Cc1ccc2c(C3=CCN(CC(O)COc4cccc5[nH]ccc45)CC3)c[nH]c2c1. As a reaction SMILES: [CH3:15][c:16]1[cH:17][cH:18][c:19]2[c:20]([C:25]3=[CH:30][CH2:29][NH:28][CH2:27][CH2:26]3)[cH:21][nH:22][c:23]2[cH:24]1.[CH3:31][CH2:32][OH:33].[CH3:34][S:35]([CH3:36])=[O:37].[O:1]1[CH:2]([CH2:4][O:5][c:6]2[c:7]3[cH:8][cH:9][nH:10][c:11]3[cH:12][cH:13][cH:14]2)[CH2:3]1>>[OH:1][CH:2]([CH2:3][N:28]1[CH2:27][CH2:26][C:25]([c:20]2[c:19]3[cH:18][cH:17][c:16]([CH3:15])[cH:24][c:23]3[nH:22][cH:21]2)=[CH:30][CH2:29]1)[CH2:4][O:5][c:6]1[c:7]2[cH:8][cH:9][nH:10][c:11]2[cH:12][cH:13][cH:14]1.